This data is from the Open Reaction Database (ORD), a public repository of structured organic reaction records. The task is: describe an organic reaction: reactants, conditions, products, and yield Reactants: ClC1=C(O[C@@H](C(=O)OC)CC2=CC=CC=C2)C(=CC(=C1)C1=CC=CC2=C1OC1=C2C=CC=C1)Cl (methyl (2R)-2-(2,6-dichloro-4-dibenzo(b,d)furan-4-ylphenoxy)-3-phenylpropanoate), CO (methanol), Cl (HCl), [OH-].[Na+] (NaOH). The solvent is C1CCOC1 (THF), O (water). Conditions: time 3 hour. Product: ClC1=C(O[C@@H](C(=O)O)CC2=CC=CC=C2)C(=CC(=C1)C1=CC=CC2=C1OC1=C2C=CC=C1)Cl ((2R)-2-(2,6-dichloro-4-dibenzo(b,d)furan-4-ylphenoxy)-3-phenylpropanoic acid). As a reaction SMILES: [Cl:1][C:2]1[CH:20]=[C:19]([C:21]2[C:26]3[O:27][C:28]4[CH:33]=[CH:32][CH:31]=[CH:30][C:29]=4[C:25]=3[CH:24]=[CH:23][CH:22]=2)[CH:18]=[C:17]([Cl:34])[C:3]=1[O:4][C@H:5]([CH2:10][C:11]1[CH:16]=[CH:15][CH:14]=[CH:13][CH:12]=1)[C:6]([O:8]C)=[O:7].CO.[OH-].[Na+].Cl>C1COCC1.O>[Cl:34][C:17]1[CH:18]=[C:19]([C:21]2[C:26]3[O:27][C:28]4[CH:33]=[CH:32][CH:31]=[CH:30][C:29]=4[C:25]=3[CH:24]=[CH:23][CH:22]=2)[CH:20]=[C:2]([Cl:1])[C:3]=1[O:4][C@H:5]([CH2:10][C:11]1[CH:12]=[CH:13][CH:14]=[CH:15][CH:16]=1)[C:6]([OH:8])=[O:7] |f:2.3|. Reported procedure: A solution of Example 1B (1.03 g, 2.10 mmol) in a mixture of THF (4 mL), methanol (6 mL), and water (3 mL) at room temperature was treated with NaOH (0.42 g, 10.5 mmol), stirred for 3 hours, adjusted to pH <7 with 1N HCl, and extracted with ethyl acetate. The combined extracts were dried (Na2SO4), filtered, and concentrated to provide a quantitative yield of the desired product. Reactants: C(C)(C)O (isopropyl alcohol), aqueous solution, [Cr](=O)(=O)(O)O (chromic acid), OC(CN(C(=O)CCCCOC=1C=C2C=CC(NC2=CC1)=O)CC1CCCCC1)C (6-{4-[N-(2-hydroxypropyl)-N-cyclohexylmethylaminocarbonyl]butoxy}carbostyril). Solvent: C(C)(=O)O (acetic acid). Run at time 1 hour. The product is C(C)(=O)CN(C(=O)CCCCOC=1C=C2C=CC(NC2=CC1)=O)CC1CCCCC1 (6-[4-(N-acetylmethyl-N-cyclohexylmethylaminocarbonyl)butoxy]carbostyril). The yield is 35.2%. Reaction SMILES: [OH:1][CH:2]([CH3:30])[CH2:3][N:4]([CH2:23][CH:24]1[CH2:29][CH2:28][CH2:27][CH2:26][CH2:25]1)[C:5]([CH2:7][CH2:8][CH2:9][CH2:10][O:11][C:12]1[CH:13]=[C:14]2[C:19](=[CH:20][CH:21]=1)[NH:18][C:17](=[O:22])[CH:16]=[CH:15]2)=[O:6].[Cr](O)(O)(=O)=O.C(O)(C)C>C(O)(=O)C>[C:2]([CH2:3][N:4]([CH2:23][CH:24]1[CH2:29][CH2:28][CH2:27][CH2:26][CH2:25]1)[C:5]([CH2:7][CH2:8][CH2:9][CH2:10][O:11][C:12]1[CH:13]=[C:14]2[C:19](=[CH:20][CH:21]=1)[NH:18][C:17](=[O:22])[CH:16]=[CH:15]2)=[O:6])(=[O:1])[CH3:30]. Procedure details: In 3 ml of acetic acid is dissolved 0.2 g of 6-{4-[N-(2-hydroxypropyl)-N-cyclohexylmethylaminocarbonyl]butoxy}carbostyril. Thereto is dropwise added 0.3 ml of an aqueous solution containing 0.07 g of chromic acid at room temperature. The mixture is stirred for 1 hour, and 0.3 ml of isopropyl alcohol is added. Acetic acid is removed by evaporation under reduced pressure. The residue is made alkaline with sodium bicarbonate and then extracted with chloroform. The extract is washed with water and d... Reactants: COC(=O)C1(OC2=C(C1)C=C(C=C2)O)C(C)(C)C (2-tert-Butyl-5-hydroxy-2,3-dihydro-benzofuran-2-carboxylic acid methyl ester), ClC1=C(C=CC(=C1)CC(F)(F)F)OCCCI (2-Chloro-1-(3-iodo-propoxy)4(2,2,2-trifluoro-ethyl)benzene). Product: C(C)(C)(C)[C@@]1(OC2=C(C1)C=C(C=C2)OCCCOC2=C(C=C(C=C2)CC(F)(F)F)Cl)C(=O)O ((2R)-2-tert-Butyl-5-{3-[2-chloro-4-(2,2,2-trifluoro-ethyl)-phenoxy]-propoxy}-2,3-dihydro-benzofuran-2-carboxylic acid). As a reaction SMILES: C[O:2][C:3]([C:5]1([C:15]([CH3:18])([CH3:17])[CH3:16])[CH2:9][C:8]2[CH:10]=[C:11]([OH:14])[CH:12]=[CH:13][C:7]=2[O:6]1)=[O:4].[Cl:19][C:20]1[CH:25]=[C:24]([CH2:26][C:27]([F:30])([F:29])[F:28])[CH:23]=[CH:22][C:21]=1[O:31][CH2:32][CH2:33][CH2:34]I>>[C:15]([C@@:5]1([C:3]([OH:2])=[O:4])[CH2:9][C:8]2[CH:10]=[C:11]([O:14][CH2:34][CH2:33][CH2:32][O:31][C:21]3[CH:22]=[CH:23][C:24]([CH2:26][C:27]([F:28])([F:29])[F:30])=[CH:25][C:20]=3[Cl:19])[CH:12]=[CH:13][C:7]=2[O:6]1)([CH3:18])([CH3:17])[CH3:16]. Procedure: The title compound was prepared following the general procedure described in Example 1, Step 4, employing the chiral phenol prepared in step 1 and the iodide prepared in Example 14, Step 2. The reactants are CC(C)C[AlH]CC(C)C, ClCCl, COC(=O)C=Cn1c(C(C)C)nc(-c2cccnc2)c1-c1ccc(F)cc1. Product: CC(C)c1nc(-c2cccnc2)c(-c2ccc(F)cc2)n1C=CCO. RXN SMILES: [CH3:28][CH:29]([CH2:30][AlH:31][CH2:32][CH:33]([CH3:34])[CH3:35])[CH3:36].[Cl:37][CH2:38][Cl:39].[F:1][c:2]1[cH:3][cH:4][c:5](-[c:8]2[c:9](-[c:22]3[cH:23][n:24][cH:25][cH:26][cH:27]3)[n:10][c:11]([CH:19]([CH3:20])[CH3:21])[n:12]2[CH:13]=[CH:14][C:15](=[O:16])[O:17][CH3:18])[cH:6][cH:7]1>>[F:1][c:2]1[cH:3][cH:4][c:5](-[c:8]2[c:9](-[c:22]3[cH:23][n:24][cH:25][cH:26][cH:27]3)[n:10][c:11]([CH:19]([CH3:20])[CH3:21])[n:12]2[CH:13]=[CH:14][CH2:15][OH:16])[cH:6][cH:7]1. The product is C(C)(=O)N1C[C@@H](CCC1)NC(=O)C1=CNC2=C1N=CN=C2C2=C(C=CC=1OCOC12)OCC1CC1 (4-(5-Cyclopropylmethoxy-benzo[1,3]dioxol-4-yl)-5H-pyrrolo[3,2-d]pyrimidine-7-carboxylic acid ((R)-1-acetyl-piperidin-3-yl)-amide). Starting materials: Cl.N1C[C@@H](CCC1)NC(=O)C1=CNC2=C1N=CN=C2C2=C(C=CC=1OCOC12)OCC1CC1 (4-(5-Cyclopropylmethoxy-benzo[1,3]dioxol-4-yl)-5H-pyrrolo[3,2-d]pyrimidine-7-carboxylic acid (R)-piperidin-3-ylamide hydrochloride), C(C)(=O)Cl (acetyl chloride). Procedure details: Starting from 4-(5-Cyclopropylmethoxy-benzo[1,3]dioxol-4-yl)-5H-pyrrolo[3,2-d]pyrimidine-7-carboxylic acid (R)-piperidin-3-ylamide hydrochloride (example A149) and acetyl chloride the title compound is obtained as colorless solid. As a reaction SMILES: Cl.[NH:2]1[CH2:7][CH2:6][CH2:5][C@@H:4]([NH:8][C:9]([C:11]2[C:15]3[N:16]=[CH:17][N:18]=[C:19]([C:20]4[C:28]5[O:27][CH2:26][O:25][C:24]=5[CH:23]=[CH:22][C:21]=4[O:29][CH2:30][CH:31]4[CH2:33][CH2:32]4)[C:14]=3[NH:13][CH:12]=2)=[O:10])[CH2:3]1.[C:34](Cl)(=[O:36])[CH3:35]>>[C:34]([N:2]1[CH2:7][CH2:6][CH2:5][C@@H:4]([NH:8][C:9]([C:11]2[C:15]3[N:16]=[CH:17][N:18]=[C:19]([C:20]4[C:28]5[O:27][CH2:26][O:25][C:24]=5[CH:23]=[CH:22][C:21]=4[O:29][CH2:30][CH:31]4[CH2:32][CH2:33]4)[C:14]=3[NH:13][CH:12]=2)=[O:10])[CH2:3]1)(=[O:36])[CH3:35] |f:0.1|. Starting materials: C=CC(=O)OCC, CN(C)C=O, O, ON=C(Br)Br. The product is CCOC(=O)C1CC(Br)=NO1. As a reaction SMILES: [C:6]([CH:7]=[CH2:8])(=[O:9])[O:10][CH2:11][CH3:12].[O:14]=[CH:15][N:16]([CH3:17])[CH3:18].[OH2:13].[OH:1][N:2]=[C:3]([Br:4])[Br:5]>>[O:1]1[N:2]=[C:3]([Br:5])[CH2:8][CH:7]1[C:6](=[O:9])[O:10][CH2:11][CH3:12]. Starting materials: CS(C)=O, CC(C)(CCCCl)C1OCCO1, [N-]=[N+]=[N-], [Na+], O. Product: CC(C)(CCCN=[N+]=[N-])C1OCCO1. As a reaction SMILES: [CH3:17][S:18]([CH3:19])=[O:20].[Cl:1][CH2:2][CH2:3][CH2:4][C:5]([CH3:6])([CH3:7])[CH:8]1[O:9][CH2:10][CH2:11][O:12]1.[N-:14]=[N+:15]=[N-:16].[Na+:13].[OH2:21]>>[CH2:2]([CH2:3][CH2:4][C:5]([CH3:6])([CH3:7])[CH:8]1[O:9][CH2:10][CH2:11][O:12]1)[N:14]=[N+:15]=[N-:16]. The reactants are OC[C@H]1N(C(OC1)(C)C)C(=O)OC(C)(C)C (t-butyl (R)-4-hydroxymethyl-2,2-dimethyl-3-oxazolidinecarboxylate), C1(=CC=C(C=C1)S(=O)(=O)Cl)C (p-toluenesulphonyl chloride). Run in C(C)(=O)OCC (ethyl acetate), N1=CC=CC=C1 (pyridine). Reaction conditions: time 17 hour. Yields the product CC1(OC[C@H](N1C(=O)OC(C)(C)C)COS(=O)(=O)C1=CC=C(C=C1)C)C (t-butyl (S)-2,2-dimethyl-4-(p-tolylsulfonyloxymethyl)-3-oxazolidinecarboxylate). Yield: 84.7%. Reaction SMILES: [OH:1][CH2:2][C@@H:3]1[CH2:7][O:6][C:5]([CH3:9])([CH3:8])[N:4]1[C:10]([O:12][C:13]([CH3:16])([CH3:15])[CH3:14])=[O:11].[C:17]1([CH3:27])[CH:22]=[CH:21][C:20]([S:23](Cl)(=[O:25])=[O:24])=[CH:19][CH:18]=1>N1C=CC=CC=1.C(OCC)(=O)C>[CH3:9][C:5]1([CH3:8])[N:4]([C:10]([O:12][C:13]([CH3:16])([CH3:15])[CH3:14])=[O:11])[C@H:3]([CH2:2][O:1][S:23]([C:20]2[CH:21]=[CH:22][C:17]([CH3:27])=[CH:18][CH:19]=2)(=[O:25])=[O:24])[CH2:7][O:6]1. Procedure details: A solution of 10.7 g of t-butyl (R)-4-hydroxymethyl-2,2-dimethyl-3-oxazolidinecarboxylate (J. Org. Chem. 52, 1987, 2361-64) in 107 ml of pyridine is treated with 9.7 g of p-toluenesulphonyl chloride. The reaction mixture is stirred for 17 hours, then taken up in ethyl acetate and washed with water. After drying and evaporation the residue is purified over silica gel with hexane/ethyl acetate (3:1). There are obtained 15.1 g of t-butyl (S)-2,2-dimethyl-4-(p-tolylsulfonyloxymethyl)-3-oxazolidineca... Starting materials: NC1=NC=C(C2=C1C(=CS2)Br)C=2C=C(C=CC2)CO ([3-(4-amino-3-bromothieno[3,2-c]pyridin-7-yl)phenyl]methanol), O=S(Cl)Cl (SOCl2). Solvent: C(Cl)(Cl)Cl (CHCl3). Run at time 3 hour. Product: BrC1=CSC2=C1C(=NC=C2C2=CC(=CC=C2)CCl)N (3-bromo-7-[3-(chloromethyl)phenyl]thieno[3,2-c]pyridin-4-amine). RXN SMILES: [NH2:1][C:2]1[C:7]2[C:8]([Br:11])=[CH:9][S:10][C:6]=2[C:5]([C:12]2[CH:13]=[C:14]([CH2:18]O)[CH:15]=[CH:16][CH:17]=2)=[CH:4][N:3]=1.O=S(Cl)[Cl:22]>C(Cl)(Cl)Cl>[Br:11][C:8]1[C:7]2[C:2]([NH2:1])=[N:3][CH:4]=[C:5]([C:12]3[CH:17]=[CH:16][CH:15]=[C:14]([CH2:18][Cl:22])[CH:13]=3)[C:6]=2[S:10][CH:9]=1. Reported procedure: A solution of example 673A (550 mg, 1.64 mmol) in CHCl3 (5 mL) was treated with SOCl2 (5 mL), stirred at room temperature for 3 hours then concentrated to give the title compound. MS (ESI(+)) m/e 352.7, 354.7 (M+H)+.